From a dataset of the Open Reaction Database (ORD), a public repository of structured organic reaction records. describe an organic reaction: reactants, conditions, products, and yield Reactants: C(C)C1=NC2=CC(=C(C=C2C(=C1C)OC(=O)C1CC1)F)F (2-ethyl-3-methyl-4-cyclopropanecarbonyloxy-6,7-difluoroquinoline), C(C)C1=NC2=CC(=C(C=C2C(=C1C)OC(=O)C1CC1)F)F (2-ethyl-3-methyl-4-cyclopropanecarbonyloxy-6,7-difluoroquinoline), C(C)C1=NC2=CC=C(C(=C2C(=C1C)OC(=O)C1CC1)F)F (2-ethyl-3-methyl-4-cyclopropanecarbonyloxy-5,6-difluoroquinoline), C(C)C1=NC2=CC=C(C(=C2C(=C1C)OC(=O)C1CC1)F)F (2-ethyl-3-methyl-4-cyclopropanecarbonyloxy-5,6-difluoroquinoline), C(C)C1=NC2=CC(=C(C=C2C(=C1C)OC(=O)C1CC1)F)F (2-ethyl-3-methyl-4-cyclopropanecarbonyloxy-6,7-difluoroquinoline), O (water). Solvent: [H-].[Na+] (sodium hydride), O1CCCC1 (tetrahydrofuran), O1CCCC1 (tetrahydrofuran). Conditions: time 1 hour. Product: C(C)C1=NC2=CC=C(C(=C2C(=C1C)OC(C)=O)F)F (2-ethyl-3-methyl-4-acetyloxy-5,6-difluoroquinoline). The yield is 232.8%. As a reaction SMILES: C(C1C(C)=C(OC(C2CC2)=O)C2C(=CC(F)=C(F)C=2)N=1)C.[CH2:22]([C:24]1[C:33]([CH3:34])=[C:32]([O:35][C:36]([CH:38]2CC2)=[O:37])[C:31]2[C:26](=[CH:27][CH:28]=[C:29]([F:42])[C:30]=2[F:41])[N:25]=1)[CH3:23].O>O1CCCC1.[H-].[Na+]>[CH2:22]([C:24]1[C:33]([CH3:34])=[C:32]([O:35][C:36](=[O:37])[CH3:38])[C:31]2[C:26](=[CH:27][CH:28]=[C:29]([F:42])[C:30]=2[F:41])[N:25]=1)[CH3:23] |f:4.5|. Reported procedure: 2-Ethyl-3-methyl-4-cyclopropanecarbonyloxy-5,6-difluoroquinoline (1 g) prepared as described in Example 1 was dissolved in 10 ml of methanol to prepare a solution. A solution of 0.5 g of sodium hydroxide in 10 ml of water was added to this solution, and the mixture was stirred at 50° C. for 3 hr. The reaction solution was allowed to stand for cooling and was then poured into 50 ml of water, and the mixture was neutralized with 1 N hydrochloric acid. The precipitate was then collected by filtrati...